From a dataset of the Open Reaction Database (ORD), a public repository of structured organic reaction records. describe an organic reaction: reactants, conditions, products, and yield The reactants are NC1=NC2=C(C=3C=C(C=NC13)CCC1=CC=C(C=O)C=C1)C=CC(=C2)C (4-(2-(5-Amino-8-methylbenzo[f][1,7]naphthyridin-2-yl)ethyl)benzaldehyde), N1CCCC1 (pyrrolidine), C(=O)(C(F)(F)F)O (TFA). Product: CC1=CC=2C(=C3C=C(C=NC3=C(N2)N)CCC2=CC=C(C=C2)CN2CCCC2)C=C1 (8-Methyl-2-(4-(pyrrolidin-1-ylmethyl)phenethyl)benzo[f][1,7]naphthyridin-5-amine). Reaction SMILES: [NH2:1][C:2]1[C:11]2[N:10]=[CH:9][C:8]([CH2:12][CH2:13][C:14]3[CH:21]=[CH:20][C:17]([CH:18]=O)=[CH:16][CH:15]=3)=[CH:7][C:6]=2[C:5]2[CH:22]=[CH:23][C:24]([CH3:26])=[CH:25][C:4]=2[N:3]=1.[NH:27]1[CH2:31][CH2:30][CH2:29][CH2:28]1.C(O)(C(F)(F)F)=O>>[CH3:26][C:24]1[CH:23]=[CH:22][C:5]2=[C:6]3[C:11](=[C:2]([NH2:1])[N:3]=[C:4]2[CH:25]=1)[N:10]=[CH:9][C:8]([CH2:12][CH2:13][C:14]1[CH:15]=[CH:16][C:17]([CH2:18][N:27]2[CH2:31][CH2:30][CH2:29][CH2:28]2)=[CH:20][CH:21]=1)=[CH:7]3. Procedure: 8-Methyl-2-(4-(pyrrolidin-1-ylmethyl)phenethyl)benzo[f][1,7]naphthyridin-5-amine was prepared from 4-(2-(5-Amino-8-methylbenzo[f][1,7]naphthyridin-2-yl)ethyl)benzaldehyde (from Example 172/Step 1) and pyrrolidine following the procedures described for Example 172, step 2. 1H NMR (Acetone-d6) TFA Salt: δ 8.88 (s, 1H), 8.82 (s, 1H), 8.82 (s, 1H), 8.43 (d, 1H), 8.38 (d, 1H), 7.58 (s, 1H), 7.51 (m, 1H), 7.33 (d, 2H), 4.16 (s, 2H), 3.32-3.38 (m, 4H), 2.55 (s, 3H), 2.20-2.32 (m, 4H), 1.90-1.99 (m, 4H)... The reactants are C1(=CC=CC=C1)[Li] (phenyllithium), C(C)(C)(C)N=NC(C)(CC(C)C)Cl (2-t-butylazo-2-chloro-4-methylpentane), liquid. The solvent is CCOCC (ether). Reaction conditions: temperature 5 celsius, time 0.5 hour. Yields the product C(C)(C)(C)N=NC(C)(CC(C)C)C1=CC=CC=C1 (2-t-Butylazo-2-phenyl-4-methylpentane). RXN SMILES: [C:1]1([Li])[CH:6]=[CH:5][CH:4]=[CH:3][CH:2]=1.[C:8]([N:12]=[N:13][C:14](Cl)([CH2:16][CH:17]([CH3:19])[CH3:18])[CH3:15])([CH3:11])([CH3:10])[CH3:9]>CCOCC>[C:8]([N:12]=[N:13][C:14]([C:1]1[CH:6]=[CH:5][CH:4]=[CH:3][CH:2]=1)([CH2:16][CH:17]([CH3:19])[CH3:18])[CH3:15])([CH3:11])([CH3:10])[CH3:9]. Procedure: To a clean, dry 250 ml. round bottom 4 neck flask equipped with a magnetic stirrer, thermometer, condenser and addition funnel, which was being purged with nitrogen was added an ether solution containing .06 moles of phenyllithium. The solution was cooled to 5° C. and a solution of 10.25 g. (.05 moles) of 2-t-butylazo-2-chloro-4-methylpentane in 50 ml. ether was added dropwise over 1/2 hour. After the addition was complete, the reaction was warmed to 20° C. and stirred for 1/2 hour. The excess p... The reactants are CO, CCN(C(C)C)C(C)C, CC(C)O, N#Cc1cnccc1Cl, NCCO. Yields the product N#Cc1cnccc1NCCO. RXN SMILES: [CH3:23][OH:24].[CH:14]([N:15]([CH:16]([CH3:17])[CH3:18])[CH2:19][CH3:20])([CH3:21])[CH3:22].[CH:25]([OH:26])([CH3:27])[CH3:28].[Cl:5][c:6]1[cH:7][cH:8][n:9][cH:10][c:11]1[C:12]#[N:13].[NH2:1][CH2:2][CH2:3][OH:4]>>[NH:1]([CH2:2][CH2:3][OH:4])[c:6]1[cH:7][cH:8][n:9][cH:10][c:11]1[C:12]#[N:13].